describe an organic reaction: reactants, conditions, products, and yield From a dataset of the Open Reaction Database (ORD), a public repository of structured organic reaction records. Reactants: COC1=CC(=C(C=N1)N1C(O[C@]2(C1)C[C@@](CCC2)(C)CN2C=NC1=C2C=C(C=C1)C#N)=O)C (1-(((5S,7S)-3-(6-methoxy-4-methylpyridin-3-yl)-7-methyl-2-oxo-1-oxa-3-azaspiro[4.5]decan-7-yl)methyl)-1H-benzo[d]imidazole-6-carbonitrile), [I-].[Na+] (sodium iodide), C[Si](C)(C)Cl (TMSCl), [I-].[Na+] (sodium iodide), C[Si](C)(C)Cl (TMSCl). Run in C(C)#N (Acetonitrile). Reaction conditions: time 8 hour. Product: C[C@]1(C[C@]2(CN(C(O2)=O)C2=CNC(C=C2C)=O)CCC1)CN1C=NC2=C1C=C(C=C2)C#N (1-(((5S,7S)-7-methyl-3-(4-methyl-6-oxo-1,6-dihydropyridin-3-yl)-2-oxo-1-oxa-3-azaspiro[4.5]decan-7-yl)methyl)-1H-benzo[d]imidazole-6-carbonitrile). RXN SMILES: C[O:2][C:3]1[N:8]=[CH:7][C:6]([N:9]2[CH2:13][C@@:12]3([CH2:18][CH2:17][CH2:16][C@@:15]([CH2:20][N:21]4[C:25]5[CH:26]=[C:27]([C:30]#[N:31])[CH:28]=[CH:29][C:24]=5[N:23]=[CH:22]4)([CH3:19])[CH2:14]3)[O:11][C:10]2=[O:32])=[C:5]([CH3:33])[CH:4]=1.[I-].[Na+].C[Si](Cl)(C)C>C(#N)C>[CH3:19][C@:15]1([CH2:20][N:21]2[C:25]3[CH:26]=[C:27]([C:30]#[N:31])[CH:28]=[CH:29][C:24]=3[N:23]=[CH:22]2)[CH2:16][CH2:17][CH2:18][C@:12]2([O:11][C:10](=[O:32])[N:9]([C:6]3[C:5]([CH3:33])=[CH:4][C:3](=[O:2])[NH:8][CH:7]=3)[CH2:13]2)[CH2:14]1 |f:1.2|. Reported procedure: To a suspension of 1-(((5S,7S)-3-(6-methoxy-4-methylpyridin-3-yl)-7-methyl-2-oxo-1-oxa-3-azaspiro[4.5]decan-7-yl)methyl)-1H-benzo[d]imidazole-6-carbonitrile (5000 mg, 11.22 mmol) and sodium iodide (5047 mg, 33.7 mmol) in Acetonitrile (42.900 mL) was added TMSCl (4.30 mL, 33.7 mmol). The reaction was stirred at room temperature overnight. More sodium iodide (5047 mg, 33.7 mmol) and TMSCl (4.30 mL, 33.7 mmol) were added and stirred overnight at room temperature. The reaction mixture was concentrat... The reactants are Cl.Cl.NC1=CC(=C(C(=O)NCC2CCNCC2)C=C1Cl)OC (4-Amino-5-chloro-2-methoxy-N-(piperidin-4-ylmethyl)benzamide dihydrochloride), COC=1C=C(COCCCCCBr)C=CC1OC (5-(3,4-dimethoxybenzyloxy)-pentyl bromide). Product: NC1=CC(=C(C(=O)NCC2CCN(CC2)CCCCCOCC2=CC(=C(C=C2)OC)OC)C=C1Cl)OC (4-amino-5-chloro-N-((1-(5-(3,4-dimethoxybenzyloxy)pentyl)-piperidin-4-yl)methyl)-2-methoxybenzamide). Reaction SMILES: Cl.Cl.[NH2:3][C:4]1[C:19]([Cl:20])=[CH:18][C:7]([C:8]([NH:10][CH2:11][CH:12]2[CH2:17][CH2:16][NH:15][CH2:14][CH2:13]2)=[O:9])=[C:6]([O:21][CH3:22])[CH:5]=1.[CH3:23][O:24][C:25]1[CH:26]=[C:27]([CH:36]=[CH:37][C:38]=1[O:39][CH3:40])[CH2:28][O:29][CH2:30][CH2:31][CH2:32][CH2:33][CH2:34]Br>>[NH2:3][C:4]1[C:19]([Cl:20])=[CH:18][C:7]([C:8]([NH:10][CH2:11][CH:12]2[CH2:13][CH2:14][N:15]([CH2:34][CH2:33][CH2:32][CH2:31][CH2:30][O:29][CH2:28][C:27]3[CH:36]=[CH:37][C:38]([O:39][CH3:40])=[C:25]([O:24][CH3:23])[CH:26]=3)[CH2:16][CH2:17]2)=[O:9])=[C:6]([O:21][CH3:22])[CH:5]=1 |f:0.1.2|. Reported procedure: 4-Amino-5-chloro-2-methoxy-N-(piperidin-4-ylmethyl)benzamide dihydrochloride as starting compound and 5-(3,4-dimethoxybenzyloxy)-pentyl bromide are reacted and treated in the same manner as in Example 168 to give 4-amino-5-chloro-N-((1-(5-(3,4-dimethoxybenzyloxy)pentyl)-piperidin-4-yl)methyl)-2-methoxybenzamide. Starting materials: FC=1C=CC2=C(C(CC3=C(S2)C=CC(=C3)C)O)C1 (racemic 8-fluoro-10,11-dihydro-2-methyl-dibenzo[b,f]thiepin-10-ol), [Cl-].[Ca+2].[Cl-] (calcium chloride), Cl (hydrochloric acid). Run in C1=CC=CC=C1 (benzene). Reaction conditions: time 8 hour. The product is ClC1CC2=C(SC3=C1C=C(C=C3)F)C=CC(=C2)C (racemic 10-chloro-8-fluoro-10,11-dihydro-2-methyl-dibenzo[ b,f]thiepin). RXN SMILES: [F:1][C:2]1[CH:3]=[CH:4][C:5]2[S:11][C:10]3[CH:12]=[CH:13][C:14]([CH3:16])=[CH:15][C:9]=3[CH2:8][CH:7](O)[C:6]=2[CH:18]=1.[Cl-:19].[Ca+2].[Cl-].Cl>C1C=CC=CC=1>[Cl:19][CH:7]1[C:6]2[CH:18]=[C:2]([F:1])[CH:3]=[CH:4][C:5]=2[S:11][C:10]2[CH:12]=[CH:13][C:14]([CH3:16])=[CH:15][C:9]=2[CH2:8]1 |f:1.2.3|. Reported procedure: 103 G. of racemic 8-fluoro-10,11-dihydro-2-methyl-dibenzo[b,f]thiepin-10-ol, 500 ml. of benzene and 38.4 g. of finely powdered calcium chloride are saturated with hydrochloric acid gas at 15° C. and stirred overnight. The precipitate is removed by filtration, washed with benzene and evaporated under reduced pressure, and there is obtained racemic 10-chloro-8-fluoro-10,11-dihydro-2-methyl-dibenzo[ b,f]thiepin which melts at 63°-64° C. The reactants are O=C([O-])O, COC1OC=C(CO)C2CC=C(C(O[SiH](C)C)C(C)(C)C)C12, COc1ccc(CCl)cc1, CN(C)C=O, [H-], [Na+], [Na+]. Yields the product COc1ccc(COCC2=COC(OC)C3C(C(O[SiH](C)C)C(C)(C)C)=CCC23)cc1. RXN SMILES: [C:35](=[O:36])([OH:37])[O-:38].[C:3]([CH3:4])([CH3:5])([CH3:6])[CH:7]([C:8]1=[CH:9][CH2:10][CH:11]2[CH:12]1[CH:13]([O:19][CH3:20])[O:14][CH:15]=[C:16]2[CH2:17][OH:18])[O:21][SiH:22]([CH3:23])[CH3:24].[CH3:25][O:26][c:27]1[cH:28][cH:29][c:30]([CH2:31][Cl:32])[cH:33][cH:34]1.[CH3:40][N:41]([CH3:42])[CH:43]=[O:44].[H-:1].[Na+:2].[Na+:39]>>[C:3]([CH3:4])([CH3:5])([CH3:6])[CH:7]([C:8]1=[CH:9][CH2:10][CH:11]2[CH:12]1[CH:13]([O:19][CH3:20])[O:14][CH:15]=[C:16]2[CH2:17][O:18][CH2:31][c:30]1[cH:29][cH:28][c:27]([O:26][CH3:25])[cH:34][cH:33]1)[O:21][SiH:22]([CH3:23])[CH3:24]. The reactants are ClC(=O)OC (methyl chloroformate), ClC(=O)OC (methyl chloroformate), FC1=C(CN2N=C(C=3C2=NC=CC3)C3=NC(=C(C(=N3)N)N)C)C=CC=C1 (2-[1-(2-Fluorobenzyl)-1H-pyrazolo[3,4-b]pyridin-3-yl]-6-methylpyrimidine-4,5-diamine), ClC(=O)OC (methyl chloroformate). The solvent is ClCCl (dichloromethane), N1=CC=CC=C1 (pyridine). Run at temperature 0 celsius, time 8 hour. The product is C(=O)O.NC1=NC(=NC(=C1NC(OC)=O)C)C1=NN(C2=NC=CC=C21)CC2=C(C=CC=C2)F (Methyl {4-amino-2-[1-(2-fluorobenzyl)-1H-pyrazolo[3,4-b]pyridin-3-yl]-6-methylpyrimidin-5-yl}carbamate formate). As a reaction SMILES: [F:1][C:2]1[CH:26]=[CH:25][CH:24]=[CH:23][C:3]=1[CH2:4][N:5]1[C:9]2=[N:10][CH:11]=[CH:12][CH:13]=[C:8]2[C:7]([C:14]2[N:19]=[C:18]([NH2:20])[C:17]([NH2:21])=[C:16]([CH3:22])[N:15]=2)=[N:6]1.Cl[C:28]([O:30][CH3:31])=[O:29]>N1C=CC=CC=1.ClCCl>[CH:28]([OH:30])=[O:29].[NH2:20][C:18]1[C:17]([NH:21][C:28](=[O:29])[O:30][CH3:31])=[C:16]([CH3:22])[N:15]=[C:14]([C:7]2[C:8]3[C:9](=[N:10][CH:11]=[CH:12][CH:13]=3)[N:5]([CH2:4][C:3]3[CH:23]=[CH:24][CH:25]=[CH:26][C:2]=3[F:1])[N:6]=2)[N:19]=1 |f:4.5|. Reported procedure: 150 mg (0.343 mmol) of the compound from example 54A were initially charged in pyridine (3 ml) under argon and cooled to 0° C. Subsequently, a solution of 27 μl (0.34 mmol) of methyl chloroformate in dichloromethane (1 ml) was added dropwise, and the mixture was brought to RT and stirred overnight. Then the mixture was cooled again to 0° C., then 5 μl of methyl chloroformate (dissolved in 0.5 ml of dichloromethane) were added and the mixture was stirred at RT for a further 30 min. Subsequently, ... Solvent: CO (methanol). Procedure: A suspension of 430 mg (1.5 mmol) of ethyl 5,6-dihydro-5-methyl-6-oxo-4H-imidazo[1,5-a]thieno[2,3-f][1,4]diazepine-3-carboxylate and 99 mg (1.5 mmol) of potassium cyanide in 15 ml of absolute methanol is heated under reflux for 3 hours while stirring. After evaporation in vacuo, the residue is treated with ca 20 ml of ice/water and extracted three times with ca 30 ml of chloroform each time. The combined chloroform phases are washed twice with ca 20 ml of water each time, dried over magnesium su... RXN SMILES: [CH3:1][N:2]1[C:8](=[O:9])[C:7]2[S:10][CH:11]=[CH:12][C:6]=2[N:5]2[CH:13]=[N:14][C:15]([C:16]([O:18][CH2:19]C)=[O:17])=[C:4]2[CH2:3]1.[C-]#N.[K+]>CO>[CH3:1][N:2]1[C:8](=[O:9])[C:7]2[S:10][CH:11]=[CH:12][C:6]=2[N:5]2[CH:13]=[N:14][C:15]([C:16]([O:18][CH3:19])=[O:17])=[C:4]2[CH2:3]1 |f:1.2|. The reactants are CN1CC=2N(C3=C(C1=O)SC=C3)C=NC2C(=O)OCC (ethyl 5,6-dihydro-5-methyl-6-oxo-4H-imidazo[1,5-a]thieno[2,3-f][1,4]diazepine-3-carboxylate), [C-]#N.[K+] (potassium cyanide). Product: CN1CC=2N(C3=C(C1=O)SC=C3)C=NC2C(=O)OC (methyl 5,6-dihydro-5-methyl-6-oxo-4H-imidazo[1,5-a]thieno[2,3-f][1,4]diazepine-3-carboxylate). The reactants are O(C1=CC=CC=C1)C(C(=O)[O-])C.[Li+] (lithium α-phenoxypropionate), NC1[C@@H]2N(C(=C(CS2)C)C(=O)O)C1=O (7-amino-3-methyl-3-cephem-4-carboxylic acid). The product is O(C1=CC=CC=C1)C(C(=O)NC1[C@@H]2N(C(=C(CS2)C)C(=O)O)C1=O)C (7-(α-Phenoxypropionamido)-3-methyl-3-cephem-4-carboxylic acid). RXN SMILES: [O:1]([CH:8]([CH3:12])[C:9]([O-:11])=O)[C:2]1[CH:7]=[CH:6][CH:5]=[CH:4][CH:3]=1.[Li+].[NH2:14][CH:15]1[C:26](=[O:27])[N:17]2[C:18]([C:23]([OH:25])=[O:24])=[C:19]([CH3:22])[CH2:20][S:21][C@H:16]12>>[O:1]([CH:8]([CH3:12])[C:9]([NH:14][CH:15]1[C:26](=[O:27])[N:17]2[C:18]([C:23]([OH:25])=[O:24])=[C:19]([CH3:22])[CH2:20][S:21][C@H:16]12)=[O:11])[C:2]1[CH:3]=[CH:4][CH:5]=[CH:6][CH:7]=1 |f:0.1|. Procedure: The procedure of Example 1 was repeated using 1.9 g of lithium α-phenoxypropionate and 2.14 g of 7-amino-3-methyl-3-cephem-4-carboxylic acid. 7-(α-Phenoxypropionamido)-3-methyl-3-cephem-4-carboxylic acid was obtained as a colorless crystalline product in a yield of 3.22 g (95%, mp. 145° C (dec.). This product showed the infra-red and ultra-violet absorption spectra which were entirely coincident with those of the authentic sample. The reactants are OC1=NC=NC2=CC(=C(C=C12)OC)OCCCN1CCCC1 (4-hydroxy-6-methoxy-7-(3-(pyrrolidin-1-yl)propoxy)quinazoline), S(=O)(Cl)Cl (thionyl chloride). Solvent: CN(C)C=O (DMF). Yields the product ClC1=NC=NC2=CC(=C(C=C12)OC)OCCCN1CCCC1 (4-chloro-6-methoxy-7-(3-(pyrrolidin-1-yl)propoxy)quinazoline). RXN SMILES: O[C:2]1[C:11]2[C:6](=[CH:7][C:8]([O:14][CH2:15][CH2:16][CH2:17][N:18]3[CH2:22][CH2:21][CH2:20][CH2:19]3)=[C:9]([O:12][CH3:13])[CH:10]=2)[N:5]=[CH:4][N:3]=1.S(Cl)([Cl:25])=O>CN(C=O)C>[Cl:25][C:2]1[C:11]2[C:6](=[CH:7][C:8]([O:14][CH2:15][CH2:16][CH2:17][N:18]3[CH2:22][CH2:21][CH2:20][CH2:19]3)=[C:9]([O:12][CH3:13])[CH:10]=2)[N:5]=[CH:4][N:3]=1. Procedure: A mixture of 4-hydroxy-6-methoxy-7-(3-(pyrrolidin-1-yl)propoxy)quinazoline (1.7 g, 5 mmol) and thionyl chloride (25 ml) containing DMF (0.2 ml) was heated at reflux for 3 hours. Excess thionyl chloride was removed by evaporation and by azeotroping with toluene (×2). The residue was suspended in ether and 10% aqueous solution of sodium hydrogen carbonate was added to the mixture. The organic layer was separated, dried (MgSO4) and the solvent removed by evaporation to give 4-chloro-6-methoxy-7-(3-...